Dataset: the Open Reaction Database (ORD), a public repository of structured organic reaction records. Task: describe an organic reaction: reactants, conditions, products, and yield The reactants are CC(C)(C)OC(=O)NC1CCN(CCn2c(=O)ccc3ccc(Br)cc32)CC1, CC#N, N#C[K], O=C(C=Cc1ccccc1)C=Cc1ccccc1, O=C(C=Cc1ccccc1)C=Cc1ccccc1, O=C(C=Cc1ccccc1)C=Cc1ccccc1, [Pd], [Pd], CC1(C)c2cccc(P(c3ccccc3)c3ccccc3)c2Oc2c(P(c3ccccc3)c3ccccc3)cccc21. RXN SMILES: [Br:1][c:2]1[cH:3][cH:4][c:5]2[cH:6][cH:7][c:8](=[O:28])[n:9]([CH2:12][CH2:13][N:14]3[CH2:15][CH2:16][CH:17]([NH:20][C:21]([O:22][C:23]([CH3:24])([CH3:25])[CH3:26])=[O:27])[CH2:18][CH2:19]3)[c:10]2[cH:11]1.[CH3:74][C:75]#[N:76].[K:29][C:30]#[N:31].[O:115]=[C:116]([CH:117]=[CH:118][c:119]1[cH:120][cH:121][cH:122][cH:123][cH:124]1)[CH:125]=[CH:126][c:127]1[cH:128][cH:129][cH:130][cH:131][cH:132]1.[O:79]=[C:80]([CH:81]=[CH:82][c:83]1[cH:84][cH:85][cH:86][cH:87][cH:88]1)[CH:89]=[CH:90][c:91]1[cH:92][cH:93][cH:94][cH:95][cH:96]1.[O:97]=[C:98]([CH:99]=[CH:100][c:101]1[cH:102][cH:103][cH:104][cH:105][cH:106]1)[CH:107]=[CH:108][c:109]1[cH:110][cH:111][cH:112][cH:113][cH:114]1.[Pd:77].[Pd:78].[c:32]1([P:33]([c:34]2[cH:35][cH:36][cH:37][cH:38][cH:39]2)[c:40]2[c:41]3[c:65]([cH:66][cH:67][cH:68]2)[C:62]([CH3:63])([CH3:64])[c:44]2[c:43]([c:48]([P:49]([c:50]4[cH:51][cH:52][cH:53][cH:54][cH:55]4)[c:56]4[cH:57][cH:58][cH:59][cH:60][cH:61]4)[cH:47][cH:46][cH:45]2)[O:42]3)[cH:69][cH:70][cH:71][cH:72][cH:73]1>>[c:2]1([C:30]#[N:31])[cH:3][cH:4][c:5]2[cH:6][cH:7][c:8](=[O:28])[n:9]([CH2:12][CH2:13][N:14]3[CH2:15][CH2:16][CH:17]([NH:20][C:21]([O:22][C:23]([CH3:24])([CH3:25])[CH3:26])=[O:27])[CH2:18][CH2:19]3)[c:10]2[cH:11]1. Product: CC(C)(C)OC(=O)NC1CCN(CCn2c(=O)ccc3ccc(C#N)cc32)CC1. Reactants: CC(c1c(O)ccc(F)c1Cl)c1cn(C(=O)OC(C)(C)C)c2ncc(Br)cc12, O=C([O-])[O-], [K+], [K+], CN(C)C=O, Cc1ccc(S(=O)(=O)OCC2COC(C)(C)O2)cc1. Product: CC(c1c(OCC2COC(C)(C)O2)ccc(F)c1Cl)c1cn(C(=O)OC(C)(C)C)c2ncc(Br)cc12. Reaction SMILES: [Br:1][c:2]1[cH:3][c:4]2[c:5]([n:6][cH:7]1)[n:8]([C:22](=[O:23])[O:24][C:25]([CH3:26])([CH3:27])[CH3:28])[cH:9][c:10]2[CH:11]([CH3:12])[c:13]1[c:14]([Cl:21])[c:15]([F:20])[cH:16][cH:17][c:18]1[OH:19].[C:48](=[O:49])([O-:50])[O-:51].[K+:52].[K+:53].[O:54]=[CH:55][N:56]([CH3:57])[CH3:58].[c:29]1([CH3:30])[cH:31][cH:32][c:33]([S:34]([O:35][CH2:39][CH:40]2[O:41][C:42]([CH3:45])([CH3:46])[O:43][CH2:44]2)(=[O:36])=[O:37])[cH:38][cH:47]1>>[Br:1][c:2]1[cH:3][c:4]2[c:5]([n:6][cH:7]1)[n:8]([C:22](=[O:23])[O:24][C:25]([CH3:26])([CH3:27])[CH3:28])[cH:9][c:10]2[CH:11]([CH3:12])[c:13]1[c:14]([Cl:21])[c:15]([F:20])[cH:16][cH:17][c:18]1[O:19][CH2:39][CH:40]1[O:41][C:42]([CH3:45])([CH3:46])[O:43][CH2:44]1. The yield is 74.7%. As a reaction SMILES: [NH2:1][C:2]1[CH:11]=[C:10]2[C:5]([CH2:6][CH2:7][CH2:8][C:9]2=[O:12])=[CH:4][CH:3]=1.N1C=CC=CC=1.[CH:19]1([CH2:24][C:25](Cl)=[O:26])[CH2:23][CH2:22][CH2:21][CH2:20]1>C(Cl)Cl>[CH:19]1([CH2:24][C:25]([NH:1][C:2]2[CH:11]=[C:10]3[C:5]([CH2:6][CH2:7][CH2:8][C:9]3=[O:12])=[CH:4][CH:3]=2)=[O:26])[CH2:23][CH2:22][CH2:21][CH2:20]1. The solvent is C(Cl)Cl (methylene chloride), C(Cl)Cl (methylene chloride). Run at time 1.5 hour. Product: C1(CCCC1)CC(=O)NC1=CC=C2CCCC(C2=C1)=O (7-cyclopentylacetamido-1-tetralone). The reactants are NC1=CC=C2CCCC(C2=C1)=O (7-amino-1-tetralone), N1=CC=CC=C1 (pyridine), C1(CCCC1)CC(=O)Cl (cyclopentylacetyl chloride). Procedure: To a mixture of 7-amino-1-tetralone (13.2 g) (prepared as described above and used without further purification) and pyridine (8.4 ml) in methylene chloride (130 ml) at 0° C. was added a solution of cyclopentylacetyl chloride (13.2 g) in methylene chloride (20 ml). The reaction was stirred for 30 min and at room temperature for 1.5 h. The mixture was evaporated and the residue was diluted with ethyl acetate, washed (saturated sodium bicarbonate, 1N HCl, brine), dried (MgSO4) and evaporated. The ... The reactants are CO, [K+], [K+], Cn1c(N)c(C#N)c2cc(OCc3cccc([N+](=O)[O-])c3)ccc21, O=C([O-])[O-]. Product: Cn1c(N)c(C#N)c2cc(OCc3cccc(N)c3)ccc21. RXN SMILES: [CH3:31][OH:32].[K+:25].[K+:26].[N+:1]([O-:2])(=[O:3])[c:4]1[cH:5][c:6]([CH2:7][O:8][c:9]2[cH:10][c:11]3[c:12]([C:20]#[N:21])[c:13]([NH2:19])[n:14]([CH3:18])[c:15]3[cH:16][cH:17]2)[cH:22][cH:23][cH:24]1.[O-:27][C:28]([O-:29])=[O:30]>>[NH2:1][c:4]1[cH:5][c:6]([CH2:7][O:8][c:9]2[cH:10][c:11]3[c:12]([C:20]#[N:21])[c:13]([NH2:19])[n:14]([CH3:18])[c:15]3[cH:16][cH:17]2)[cH:22][cH:23][cH:24]1. Reported procedure: To a solution of C—[(R)-7-(3-fluoro-benzenesulfonyl)-chroman-2-yl]-methyl azide (1.76 g, 5.07 mmol) in 30 mL of THF was added 10% Pd/C (0.176 g). The reaction mixture was hydrogenated at 1.5 atmospheric pressure of hydrogen for 18 hours. The mixture was filtered and the filtrated was evaporated under reduced pressure. The residue was purified by flash chromatography (methylene chloride/MeOH 7:3) to give 1.53 g (94%) of C—[(R)-7-(3-Fluoro-benzenesulfonyl)-chroman-2-yl]-methylamine. MP=257.1-258.9... The solvent is C1CCOC1 (THF). The reagents and catalysts are [Pd] (Pd/C). Isolated yield 93.9%. Reaction SMILES: [F:1][C:2]1[CH:3]=[C:4]([S:8]([C:11]2[CH:20]=[C:19]3[C:14]([CH2:15][CH2:16][C@H:17]([CH2:21][N:22]=[N+]=[N-])[O:18]3)=[CH:13][CH:12]=2)(=[O:10])=[O:9])[CH:5]=[CH:6][CH:7]=1.[H][H]>C1COCC1.[Pd]>[F:1][C:2]1[CH:3]=[C:4]([S:8]([C:11]2[CH:20]=[C:19]3[C:14]([CH2:15][CH2:16][C@H:17]([CH2:21][NH2:22])[O:18]3)=[CH:13][CH:12]=2)(=[O:10])=[O:9])[CH:5]=[CH:6][CH:7]=1. The reactants are FC=1C=C(C=CC1)S(=O)(=O)C1=CC=C2CC[C@@H](OC2=C1)CN=[N+]=[N-] (C—[(R)-7-(3-fluoro-benzenesulfonyl)-chroman-2-yl]-methyl azide), [H][H] (hydrogen). The product is FC=1C=C(C=CC1)S(=O)(=O)C1=CC=C2CC[C@@H](OC2=C1)CN (C—[(R)-7-(3-Fluoro-benzenesulfonyl)-chroman-2-yl]-methylamine). Starting materials: Gelvatol 1-90 polyvinylalcohol, [OH-].[NH4+] (ammonium hyroxide), acrylic polymer, C(CCCCCCCCCCCCCCCCC)(=O)O (stearic acid). Solvent: O (water). The product is C(CCCCCCCCCCCCCCCCC)(=O)[O-].[NH4+] (ammonium stearate). As a reaction SMILES: [C:1]([OH:20])(=[O:19])[CH2:2][CH2:3][CH2:4][CH2:5][CH2:6][CH2:7][CH2:8][CH2:9][CH2:10][CH2:11][CH2:12][CH2:13][CH2:14][CH2:15][CH2:16][CH2:17][CH3:18].[OH-].[NH4+:22]>O>[C:1]([O-:20])(=[O:19])[CH2:2][CH2:3][CH2:4][CH2:5][CH2:6][CH2:7][CH2:8][CH2:9][CH2:10][CH2:11][CH2:12][CH2:13][CH2:14][CH2:15][CH2:16][CH2:17][CH3:18].[NH4+:22] |f:1.2,4.5|. Procedure: 272 ml. of water, 10 g. of Gelvatol 1-90 polyvinylalcohol and 5 g. of Acrysol WS-32 acrylic polymer were heated until the binders dissolved. 50 g. of stearic acid was then added and melted to form a liquid layer floating on the aqueous solution. 23 ml. of ammonium hyroxide (28% solution), which was the stoichiometric amount to form ammonium stearate, was then added dropwise to the gently stirred liquid. An intractable gel is formed which was transferred to a vigorously-stirred Waring Blendor, an... Starting materials: BrCCCO (3-Bromopropan-1-ol), N1CCCC1 (pyrrolidine). The solvent is C1(=CC=CC=C1)C (toluene). Run at time 48 hour. Yields the product N1(CCCC1)CCCO (3-Pyrrolidin-1-ylpropan-1-ol). As a reaction SMILES: Br[CH2:2][CH2:3][CH2:4][OH:5].[NH:6]1[CH2:10][CH2:9][CH2:8][CH2:7]1>C1(C)C=CC=CC=1>[N:6]1([CH2:2][CH2:3][CH2:4][OH:5])[CH2:10][CH2:9][CH2:8][CH2:7]1. Reported procedure: 3-Bromopropan-1-ol (27.3 mL, 302 mmol) was added to a solution of pyrrolidine (47.2 g, 655 mmol) in toluene (1000 mL) and the mixture was stirred at room temperature for 48 hours. The reaction mixture was then filtered and the filtrate was evaporated under reduced pressure. The residue was distilled and the title product was obtained as a colourless liquid at 100° C./7 mmHg, (23.1 g, 59%). The reactants are O=C(NCCN(CCO)CCO)OCc1ccccc1, CO, Cl. The product is Cl, NCCN(CCO)CCO. As a reaction SMILES: [C:1]([O:2][CH2:3][c:4]1[cH:5][cH:6][cH:7][cH:8][cH:9]1)(=[O:10])[NH:11][CH2:12][CH2:13][N:14]([CH2:15][CH2:16][OH:17])[CH2:18][CH2:19][OH:20].[CH3:22][OH:23].[ClH:21]>>[ClH:21].[NH2:11][CH2:12][CH2:13][N:14]([CH2:15][CH2:16][OH:17])[CH2:18][CH2:19][OH:20]. Reactants: C(C)(=O)Cl (Acetyl chloride), NC[C@@H]1CCC(N1C1=CC=C(C=C1)OCCCN1C(CCC1)C)=O ((5S)-5-(aminomethyl)-1-{4-[3-(2-methylpyrrolidin-1-yl)propoxy]phenyl}pyrrolidin-2-one). Solvent: ClCCl (dichloromethane). Conditions: time 2 hour. Product: CC1N(CCC1)CCCOC1=CC=C(C=C1)N1[C@@H](CCC1=O)CNC(C)=O (N-[((2S)-1-{4-[3-(2-methylpyrrolidin-1-yl)propoxy]phenyl}-5-oxopyrrolidin-2-yl)methyl]acetamide). Isolated yield 70.5%. As a reaction SMILES: [C:1](Cl)(=[O:3])[CH3:2].[NH2:5][CH2:6][C@H:7]1[N:11]([C:12]2[CH:17]=[CH:16][C:15]([O:18][CH2:19][CH2:20][CH2:21][N:22]3[CH2:26][CH2:25][CH2:24][CH:23]3[CH3:27])=[CH:14][CH:13]=2)[C:10](=[O:28])[CH2:9][CH2:8]1>ClCCl>[CH3:27][CH:23]1[CH2:24][CH2:25][CH2:26][N:22]1[CH2:21][CH2:20][CH2:19][O:18][C:15]1[CH:14]=[CH:13][C:12]([N:11]2[C:10](=[O:28])[CH2:9][CH2:8][C@H:7]2[CH2:6][NH:5][C:1](=[O:3])[CH3:2])=[CH:17][CH:16]=1. Reported procedure: Acetyl chloride (0.51 ml, 0.72 mmol, 1.2 eq) is added to a cooled (ice bath) solution of (5S)-5-(aminomethyl)-1-{4-[3-(2-methylpyrrolidin-1-yl)propoxy]phenyl}pyrrolidin-2-one 113 (0.2 g, 0.6 mmol, 1 eq) in dichloromethane (12 ml). The mixture is stirred 2 hours at room temperature, washed with a saturated solution of sodium bicarbonate and with brine, dried over magnesium sulfate and concentrated under vacuum to give 0.158 g of yellow oil. The crude material is purified by two chromatographies o... Reactants: C1(=CC=CC=C1)OC(=O)Cl (phenylchloroformate), [OH-].[K+] (potassium hydroxide), C1(CCC(N1)=O)=O (succinimide). Run in CCOCC (ether), CCOCC (ether). Conditions: time 1 hour. Yields the product O(C1=CC=CC=C1)C(=O)N1C(CCC1=O)=O (N-phenoxycarbonyl succinimide). RXN SMILES: [C:1]1([O:7][C:8](Cl)=[O:9])[CH:6]=[CH:5][CH:4]=[CH:3][CH:2]=1.[OH-].[K+].[C:13]1(=[O:19])[NH:17][C:16](=[O:18])[CH2:15][CH2:14]1>CCOCC>[O:7]([C:8]([N:17]1[C:13](=[O:19])[CH2:14][CH2:15][C:16]1=[O:18])=[O:9])[C:1]1[CH:6]=[CH:5][CH:4]=[CH:3][CH:2]=1 |f:1.2|. Procedure details: To 50 millimolses of phenylchloroformate in 25 ml of ether are added 16.7 ml of a 3M potassium hydroxide solution containing 50 millimoles of predissolved succinimide. The system is then stirred for about 1 hour, additional ether added and then restirred for about 1 hour. The insolubles formed are removed by filtering. Thereafter, the crude product is recrystallized from butanol saturated with water to give the desired product, melting point 132° - 133.5°C.